This data is from the Open Reaction Database (ORD), a public repository of structured organic reaction records. The task is: describe an organic reaction: reactants, conditions, products, and yield The reactants are paratoluenesulfonic acid, C1(CCCCCCC1)=O (cyclooctanone), C(C)(=O)OC(=C)C (isopropenyl acetate). Reagents/catalysts: C([O-])([O-])=O.[Na+].[Na+] (sodium carbonate). Reaction conditions: time 8 hour. Yields the product C(C)(=O)OC1=CCCCCCC1 (1-cyclooctenyl acetate). Isolated yield 89.2%. RXN SMILES: [C:1]1(=[O:9])[CH2:8][CH2:7][CH2:6][CH2:5][CH2:4][CH2:3][CH2:2]1.[C:10](OC(C)=C)(=[O:12])[CH3:11]>C(=O)([O-])[O-].[Na+].[Na+]>[C:10]([O:9][C:1]1[CH2:8][CH2:7][CH2:6][CH2:5][CH2:4][CH2:3][CH:2]=1)(=[O:12])[CH3:11] |f:2.3.4|. Procedure details: In the presence of 0.6 g of paratoluenesulfonic acid, 50 g (0.4 mol) of cyclooctanone and 100 ml (0.9 mol) of isopropenyl acetate were refluxed for 11 hours. The reaction mixture was cooled, stirred with 0.6 g of anhydrous sodium carbonate at room temperature for one hour, left standing overnight, and filtered. The filtrate was distilled under reduced pressure to afford 60 g (91% yield) of 1-cyclooctenyl acetate having a boiling point of 71° to 73° C./3 mmHg.